From a dataset of the Open Reaction Database (ORD), a public repository of structured organic reaction records. describe an organic reaction: reactants, conditions, products, and yield Reactants: BrB(Br)Br, COc1ccc(-c2c(-c3ccccc3)oc3ncnc(Nc4cccc(OCC(=O)O)c4)c23)cc1, ClCCl, Cl. Product: O=C(O)COc1cccc(Nc2ncnc3oc(-c4ccccc4)c(-c4ccc(O)cc4)c23)c1. As a reaction SMILES: [B:1]([Br:2])([Br:3])[Br:4].[CH3:5][O:6][c:7]1[cH:8][cH:9][c:10](-[c:13]2[c:14](-[c:34]3[cH:35][cH:36][cH:37][cH:38][cH:39]3)[o:15][c:16]3[n:17][cH:18][n:19][c:20]([NH:22][c:23]4[cH:24][c:25]([O:26][CH2:27][C:28](=[O:29])[OH:30])[cH:31][cH:32][cH:33]4)[c:21]23)[cH:11][cH:12]1.[Cl:41][CH2:42][Cl:43].[ClH:40]>>[OH:6][c:7]1[cH:8][cH:9][c:10](-[c:13]2[c:14](-[c:34]3[cH:35][cH:36][cH:37][cH:38][cH:39]3)[o:15][c:16]3[n:17][cH:18][n:19][c:20]([NH:22][c:23]4[cH:24][c:25]([O:26][CH2:27][C:28](=[O:29])[OH:30])[cH:31][cH:32][cH:33]4)[c:21]23)[cH:11][cH:12]1. Reactants: O (water), OC[C@@H](C(=O)OC)C (methyl (S)-(+)-3-hydroxy-2-methylpropionate), N1C=NC=C1 (imidazole), C(C)(C)(C)[Si](Cl)(C)C (t-butyl-dimethylchlorosilane). Run in CCCCCC (hexane), CN(C=O)C (dimethylformamide). Reaction conditions: time 1.5 hour. Product: [Si](C)(C)(C(C)(C)C)OC[C@@H](C(=O)OC)C (methyl (S)-(+)-3-(t-butyldimethylsilyloxy)-2-methylpropionate). Yield: 97.0%. RXN SMILES: [OH:1][CH2:2][C@H:3]([CH3:8])[C:4]([O:6][CH3:7])=[O:5].N1C=CN=C1.[C:14]([Si:18]([CH3:21])([CH3:20])Cl)([CH3:17])([CH3:16])[CH3:15].O>CN(C)C=O.CCCCCC>[Si:18]([O:1][CH2:2][C@H:3]([CH3:8])[C:4]([O:6][CH3:7])=[O:5])([C:14]([CH3:17])([CH3:16])[CH3:15])([CH3:21])[CH3:20]. Procedure: A mixture of methyl (S)-(+)-3-hydroxy-2-methylpropionate (1.00 g; 8.47 mmol) and imidazole (1.15 g; 16.9 mmol) was dissolved in anhydrous dimethylformamide (10 ml), and t-butyl-dimethylchlorosilane (1.30 g; 8.62 mmol) was added thereto at room temperature, followed by stirring at room temperature for 1.5 hours. To the reaction mixture, water (10 ml) and hexane (20 ml) were added, and after separation of the organic layer, the aqueous layer was extracted with hexane (10 ml) two times. The organic... Reaction SMILES: [CH2:41]([CH:42]=[CH2:43])[O:44][P:45](=[O:46])([O:47][CH2:48][CH:49]=[CH2:50])[O:51][CH2:52][c:53]1[c:54]([C:55](=[O:56])[Cl:57])[cH:58][cH:59][cH:60][c:61]1[O:62][CH3:63].[F:1][c:2]1[c:3]([C:9]([CH:10]([CH3:11])[S:12][CH:13]2[CH2:14][O:15][CH:16]([CH:19]=[CH:20][CH:21]=[CH:22][c:23]3[c:24]([F:31])[cH:25][c:26]([C:27]#[N:28])[cH:29][cH:30]3)[O:17][CH2:18]2)([CH2:32][n:33]2[n:34][cH:35][n:36][cH:37]2)[OH:38])[cH:4][cH:5][c:6]([F:8])[cH:7]1.[H-:39].[Na+:40].[O:64]1[CH2:65][CH2:66][CH2:67][CH2:68]1>>[F:1][c:2]1[c:3]([C:9]([CH:10]([CH3:11])[S:12][CH:13]2[CH2:14][O:15][CH:16]([CH:19]=[CH:20][CH:21]=[CH:22][c:23]3[c:24]([F:31])[cH:25][c:26]([C:27]#[N:28])[cH:29][cH:30]3)[O:17][CH2:18]2)([CH2:32][n:33]2[n:34][cH:35][n:36][cH:37]2)[O:38][C:55]([c:54]2[c:53]([CH2:52][O:51][P:45]([O:44][CH2:41][CH:42]=[CH2:43])(=[O:46])[O:47][CH2:48][CH:49]=[CH2:50])[c:61]([O:62][CH3:63])[cH:60][cH:59][cH:58]2)=[O:56])[cH:4][cH:5][c:6]([F:8])[cH:7]1. Starting materials: C=CCOP(=O)(OCC=C)OCc1c(OC)cccc1C(=O)Cl, CC(SC1COC(C=CC=Cc2ccc(C#N)cc2F)OC1)C(O)(Cn1cncn1)c1ccc(F)cc1F, [H-], [Na+], C1CCOC1. The product is C=CCOP(=O)(OCC=C)OCc1c(OC)cccc1C(=O)OC(Cn1cncn1)(c1ccc(F)cc1F)C(C)SC1COC(C=CC=Cc2ccc(C#N)cc2F)OC1. RXN SMILES: [Al+3:25].[CH3:33][CH2:34][O:35][CH2:36][CH3:37].[F:1][c:2]1[c:3](-[n:8]2[n:9][c:10]([CH2:19][O:20][CH:21]([CH3:22])[CH3:23])[c:11]([C:13](=[O:14])[O:15][CH:16]([CH3:17])[CH3:18])[cH:12]2)[n:4][cH:5][cH:6][cH:7]1.[H-:24].[H-:27].[H-:28].[H-:29].[Li+:26].[Na+:32].[O:38]1[CH2:39][CH2:40][CH2:41][CH2:42]1.[OH-:31].[OH2:30]>>[F:1][c:2]1[c:3](-[n:8]2[n:9][c:10]([CH2:19][O:20][CH:21]([CH3:22])[CH3:23])[c:11]([CH2:13][OH:14])[cH:12]2)[n:4][cH:5][cH:6][cH:7]1. Product: CC(C)OCc1nn(-c2ncccc2F)cc1CO. Starting materials: [Al+3], CCOCC, CC(C)OCc1nn(-c2ncccc2F)cc1C(=O)OC(C)C, [H-], [H-], [H-], [H-], [Li+], [Na+], C1CCOC1, [OH-], O. Reactants: N1=CC=CC=C1 (Pyridine), C(C(C)(C)C)(=O)Cl (pivaloyl chloride), C1(=CC=CC=C1)C#CC=1C=CC(=NC1)N (5-phenylethynyl-pyridin-2-ylamine). The solvent is ClCCl (dichloromethane). Reaction conditions: time 2 hour. Yields the product CC(C(=O)NC1=NC=C(C=C1)C#CC1=CC=CC=C1)(C)C (2,2-dimethyl-N-(5-phenylethynyl-pyridin-2-yl)-propionamide). The yield is 43.5%. RXN SMILES: [C:1]1([C:7]#[C:8][C:9]2[CH:10]=[CH:11][C:12]([NH2:15])=[N:13][CH:14]=2)[CH:6]=[CH:5][CH:4]=[CH:3][CH:2]=1.N1C=CC=CC=1.[C:22](Cl)(=[O:27])[C:23]([CH3:26])([CH3:25])[CH3:24]>ClCCl>[CH3:24][C:23]([CH3:26])([CH3:25])[C:22]([NH:15][C:12]1[CH:11]=[CH:10][C:9]([C:8]#[C:7][C:1]2[CH:6]=[CH:5][CH:4]=[CH:3][CH:2]=2)=[CH:14][N:13]=1)=[O:27]. Reported procedure: (65 mg, 0.33 mmol) 5-Phenylethynyl-pyridin-2-ylamine (Example 1, step 1) was dissolved in dichloromethane (3 ml). Pyridine (52 mg, 53 μl, 0.67 mmol, 2 equiv.) and pivaloyl chloride (48 mg, 50 μl, 0.40 mmol, 1.2 equiv.) were added and the mixture was stirred for 2 hours at room temperature. The reaction mixture was extracted with 1N HCl solution and twice with dichloromethane. The organic extracts were combined, dried over sodium sulfate and evaporated to dryness. The crude product was purified b...